From a dataset of the Open Reaction Database (ORD), a public repository of structured organic reaction records. describe an organic reaction: reactants, conditions, products, and yield Reactants: ClCC(CC(=O)OCC)=O (ethyl 4-chloroacetoacetate), NC1=NNC(=C1C)C1=CC=CC=C1 (3-amino-4-methyl-5-phenyl-1H-pyrazole). The solvent is C(C)#N (acetonitrile). Conditions: time 4 day. Product: C(C)OC(=O)CC=1NC=2N(N=C(C2C)C2=CC=CC=C2)C1 (2-Ethoxycarbonylmethyl-7-methyl-6-phenyl-1H-imidazo-[1,2-b]pyrazole). RXN SMILES: Cl[CH2:2][C:3](=O)[CH2:4][C:5]([O:7][CH2:8][CH3:9])=[O:6].[NH2:11][C:12]1[C:16]([CH3:17])=[C:15]([C:18]2[CH:23]=[CH:22][CH:21]=[CH:20][CH:19]=2)[NH:14][N:13]=1>C(#N)C>[CH2:8]([O:7][C:5]([CH2:4][C:3]1[NH:11][C:12]2[N:13]([CH:2]=1)[N:14]=[C:15]([C:18]1[CH:19]=[CH:20][CH:21]=[CH:22][CH:23]=1)[C:16]=2[CH3:17])=[O:6])[CH3:9]. Reported procedure: 0.78 ml of ethyl 4-chloroacetoacetate was added to a solution of 1.0 g of 3-amino-4-methyl-5-phenyl-1H-pyrazole in 25 ml of acetonitrile, and then the mixture was stirred at room temperature for 4 days. At the end of this time, the crystals which separated were filtered off and the mother liquor was concentrated by evaporation under reduced pressure. The residue was partitioned between ethyl acetate and water, and the organic phase was washed with water and dried over anhydrous sodium sulfate. T...